This data is from the Open Reaction Database (ORD), a public repository of structured organic reaction records. The task is: describe an organic reaction: reactants, conditions, products, and yield Reactants: ClC1=CC=C(C=C1)C=1N=C(SC1C1=CC=C(C=C1)S(=O)(=O)N)N1CC(CC(C1)C)C (4-(4-(4-chlorophenyl)-2-(3,5-dimethylpiperidin-1-yl)thiazol-5-yl)benzenesulfonamide), ClC1=CC=C(C=C1)C=1N=C(SC1C1=CC=C(C=C1)S(=O)(=O)N)N1CC(CC(C1)C)C (4-(4-(4-chlorophenyl)-2-(3,5-dimethylpiperidin-1-yl)thiazol-5-yl)benzenesulfonamide). Run in CO (MeOH). Yields the product ClC1=CC=C(C=C1)C=1N=C(SC1C1=CC=C(C=C1)S(=O)(=O)N)N1C[C@H](C[C@H](C1)C)C ((cis) 4-(4-(4-chlorophenyl)-2-(3,5-dimethylpiperidin-1-yl)thiazol-5-yl)benzenesulfonamide). RXN SMILES: [Cl:1][C:2]1[CH:7]=[CH:6][C:5]([C:8]2[N:9]=[C:10]([N:23]3[CH2:28][CH:27]([CH3:29])[CH2:26][CH:25]([CH3:30])[CH2:24]3)[S:11][C:12]=2[C:13]2[CH:18]=[CH:17][C:16]([S:19]([NH2:22])(=[O:21])=[O:20])=[CH:15][CH:14]=2)=[CH:4][CH:3]=1>CO>[Cl:1][C:2]1[CH:7]=[CH:6][C:5]([C:8]2[N:9]=[C:10]([N:23]3[CH2:28][C@H:27]([CH3:29])[CH2:26][C@H:25]([CH3:30])[CH2:24]3)[S:11][C:12]=2[C:13]2[CH:14]=[CH:15][C:16]([S:19]([NH2:22])(=[O:20])=[O:21])=[CH:17][CH:18]=2)=[CH:4][CH:3]=1. Reported procedure: (trans +) 4-(4-(4-chlorophenyl)-2-(3,5-dimethylpiperidin-1-yl)thiazol-5-yl)benzenesulfonamide (Compound 7). [α]23D: 32.32 (c=1.0, MeOH). MS: m/z 462 (M+1). Starting materials: BrB(Br)Br, ClCCl, CCCCCCCCCCCCCCc1cccc(OC)c1, O. The product is CCCCCCCCCCCCCCc1cccc(O)c1. RXN SMILES: [B:23]([Br:24])([Br:25])[Br:26].[CH2:28]([Cl:29])[Cl:30].[CH3:1][O:2][c:3]1[cH:4][c:5]([CH2:9][CH2:10][CH2:11][CH2:12][CH2:13][CH2:14][CH2:15][CH2:16][CH2:17][CH2:18][CH2:19][CH2:20][CH2:21][CH3:22])[cH:6][cH:7][cH:8]1.[OH2:27]>>[OH:2][c:3]1[cH:4][c:5]([CH2:9][CH2:10][CH2:11][CH2:12][CH2:13][CH2:14][CH2:15][CH2:16][CH2:17][CH2:18][CH2:19][CH2:20][CH2:21][CH3:22])[cH:6][cH:7][cH:8]1. Starting materials: CC(C)(C)N(C([O-])=O)[C@@H](C(=O)NC1=CC=C(C=C1)OC1=C(C=CC(=C1)OC)C)C (1,1-dimethylethyl{(1R)-1-methyl-2-[(4-{[2-methyl-5-(methyloxy)phenyl]oxy}phenyl)amino]-2-oxoethyl}carbamate), CC(C)(C)N(C([O-])=O)[C@@H](C(=O)NC1=CC=C(C=C1)OC1=C(C=CC(=C1)OC)C)C (1,1-dimethylethyl{(1R)-1-methyl-2-[(4-{[2-methyl-5-(methyloxy)phenyl]oxy}phenyl)amino]-2-oxoethyl}carbamate), C(=O)(C(F)(F)F)O (TFA). The solvent is ClCCl (dichloromethane). Reaction conditions: temperature 0 celsius, time 4 hour. The product is CC1=C(C=C(C=C1)OC)OC1=CC=C(C=C1)NC([C@H](N)C)=O (N1-(4-{[2-methyl-5-(methyloxy)phenyl]oxy}phenyl)-D-alaninamide). The yield is 114.4%. As a reaction SMILES: CC([N:5]([C@H:9]([CH3:29])[C:10]([NH:12][C:13]1[CH:18]=[CH:17][C:16]([O:19][C:20]2[CH:25]=[C:24]([O:26][CH3:27])[CH:23]=[CH:22][C:21]=2[CH3:28])=[CH:15][CH:14]=1)=[O:11])C(=O)[O-])(C)C.C(O)(C(F)(F)F)=O>ClCCl>[CH3:28][C:21]1[CH:22]=[CH:23][C:24]([O:26][CH3:27])=[CH:25][C:20]=1[O:19][C:16]1[CH:17]=[CH:18][C:13]([NH:12][C:10](=[O:11])[C@@H:9]([CH3:29])[NH2:5])=[CH:14][CH:15]=1. Reported procedure: 1,1-dimethylethyl{(1R)-1-methyl-2-[(4-{[2-methyl-5-(methyloxy)phenyl]oxy}phenyl)amino]-2-oxoethyl}carbamate (Intermediate 15, 150 mg) was dissolved in 3 mL of dry dichloromethane. To this solution at 0° C. under argon was added dropwise 30 equivalents of TFA (0.866 mL, 11.24 mmol). The reaction was stirred at 0° C. for 4 hours. The reaction mixture was evaporated. The residue obtained was purified with an SCX cartridge (the cartridge was washed with 3 CV of methanol, then the compound was adsorb... The reactants are [Al+3], CC(=O)Nc1ccccc1, [Cl-], [Cl-], [Cl-], ClCCl, O=C(Cl)c1ccc([N+](=O)[O-])c([N+](=O)[O-])c1. The product is CC(=O)Nc1ccc(C(=O)c2ccc([N+](=O)[O-])c([N+](=O)[O-])c2)cc1. As a reaction SMILES: [Al+3:27].[C:16]([CH3:17])(=[O:18])[NH:19][c:20]1[cH:21][cH:22][cH:23][cH:24][cH:25]1.[Cl-:26].[Cl-:28].[Cl-:29].[Cl:30][CH2:31][Cl:32].[N+:1](=[O:2])([O-:3])[c:4]1[cH:5][c:6]([C:7](=[O:8])[Cl:9])[cH:10][cH:11][c:12]1[N+:13](=[O:14])[O-:15]>>[N+:1](=[O:2])([O-:3])[c:4]1[cH:5][c:6]([C:7](=[O:8])[c:23]2[cH:22][cH:21][c:20]([NH:19][C:16]([CH3:17])=[O:18])[cH:25][cH:24]2)[cH:10][cH:11][c:12]1[N+:13](=[O:14])[O-:15].